Dataset: the Open Reaction Database (ORD), a public repository of structured organic reaction records. Task: describe an organic reaction: reactants, conditions, products, and yield Starting materials: C(C)OC#C (Ethoxyacetylene), [B]1OC2=CC=CC=C2O1 (catecholborane), FC=1C=NC=C(C1N)I (3-fluoro-5-iodo-pyridin-4-ylamine), [OH-].[Na+] (NaOH). The reagents and catalysts are C=1C=CC(=CC1)[P](C=2C=CC=CC2)(C=3C=CC=CC3)[Pd]([P](C=4C=CC=CC4)(C=5C=CC=CC5)C=6C=CC=CC6)([P](C=7C=CC=CC7)(C=8C=CC=CC8)C=9C=CC=CC9)[P](C=1C=CC=CC1)(C=1C=CC=CC1)C=1C=CC=CC1 (Pd(PPh3)4). The solvent is C1CCOC1 (THF), C1CCOC1 (THF). Yields the product C(C)OC=CC=1C=NC=C(C1N)F (3-(2-ethoxy-vinyl)-5-fluoro-pyridin-4-ylamine). The yield is 67.0%. RXN SMILES: [CH2:1]([O:3][C:4]#[CH:5])[CH3:2].[B]1OC2C(=CC=CC=2)O1.[F:15][C:16]1[CH:17]=[N:18][CH:19]=[C:20](I)[C:21]=1[NH2:22].[OH-].[Na+]>C1COCC1.C1C=CC([P]([Pd]([P](C2C=CC=CC=2)(C2C=CC=CC=2)C2C=CC=CC=2)([P](C2C=CC=CC=2)(C2C=CC=CC=2)C2C=CC=CC=2)[P](C2C=CC=CC=2)(C2C=CC=CC=2)C2C=CC=CC=2)(C2C=CC=CC=2)C2C=CC=CC=2)=CC=1>[CH2:4]([O:3][CH:1]=[CH:2][C:20]1[CH:19]=[N:18][CH:17]=[C:16]([F:15])[C:21]=1[NH2:22])[CH3:5] |f:3.4,^1:5,34,36,55,74|. Reported procedure: Ethoxyacetylene (7.9 mL, 56.4 mmol) was cooled to 0° C. and a solution of catecholborane (6.1 g, 50.8 mmol) in THF (90 mL) was added slowly. The reaction was allowed to warm to room temperature over 2 hours followed by heating to reflux for 2 hours. The reaction was cooled and 3-fluoro-5-iodo-pyridin-4-ylamine (Preparation 64, 7 g, 29.4 mmol) was added as a solution in THF (20 mL). After purging with nitrogen for 20 minutes, NaOH powder (3.52 g, 88 mmol) and Pd(PPh3)4 (1 g, 0.88 mmol) were added... The reactants are BrB(Br)Br, COCc1nn(-c2cccc(C(F)(F)F)c2)c(C)c1C(=O)N1CCC(N2CCCC2)CC1, ClCCl. Product: Cc1c(C(=O)N2CCC(N3CCCC3)CC2)c(CO)nn1-c1cccc(C(F)(F)F)c1. As a reaction SMILES: [B:33]([Br:34])([Br:35])[Br:36].[CH3:1][O:2][CH2:3][c:4]1[n:5][n:6](-[c:23]2[cH:24][c:25]([C:29]([F:30])([F:31])[F:32])[cH:26][cH:27][cH:28]2)[c:7]([CH3:22])[c:8]1[C:9](=[O:10])[N:11]1[CH2:12][CH2:13][CH:14]([N:17]2[CH2:18][CH2:19][CH2:20][CH2:21]2)[CH2:15][CH2:16]1.[Cl:37][CH2:38][Cl:39]>>[OH:2][CH2:3][c:4]1[n:5][n:6](-[c:23]2[cH:24][c:25]([C:29]([F:30])([F:31])[F:32])[cH:26][cH:27][cH:28]2)[c:7]([CH3:22])[c:8]1[C:9](=[O:10])[N:11]1[CH2:12][CH2:13][CH:14]([N:17]2[CH2:18][CH2:19][CH2:20][CH2:21]2)[CH2:15][CH2:16]1. The reactants are CC1(C=2C=CC(=CC2C(CC1)(C)C)C=CC(=O)OC1=CC=C(C=O)C=C1)C (4-[3-(5,6,7,8-tetrahydro-5,5,8,8-tetramethyl-2-naphthyl)acryloyloxy]benzaldehyde), mixture, C1CCOC1 (THF), CCCCCC (hexane), [BH4-].[Na+] (sodium borohydride). The solvent is O (water). Run at time 3 hour. The product is CC1(C=2C=CC(=CC2C(CC1)(C)C)C=CC(=O)OC1=CC=C(C=C1)CO)C (4-[3-(5,6,7,8-Tetrahydro-5,5,8,8-tetramethyl-2-naphthyl)acryloyloxy]benzenemethanol). RXN SMILES: [CH3:1][C:2]1([CH3:27])[CH2:11][CH2:10][C:9]([CH3:13])([CH3:12])[C:8]2[CH:7]=[C:6]([CH:14]=[CH:15][C:16]([O:18][C:19]3[CH:26]=[CH:25][C:22]([CH:23]=[O:24])=[CH:21][CH:20]=3)=[O:17])[CH:5]=[CH:4][C:3]1=2.C1COCC1.CCCCCC.[BH4-].[Na+]>O>[CH3:1][C:2]1([CH3:27])[CH2:11][CH2:10][C:9]([CH3:12])([CH3:13])[C:8]2[CH:7]=[C:6]([CH:14]=[CH:15][C:16]([O:18][C:19]3[CH:20]=[CH:21][C:22]([CH2:23][OH:24])=[CH:25][CH:26]=3)=[O:17])[CH:5]=[CH:4][C:3]1=2 |f:3.4|. Reported procedure: 3.1 g (8.5 mmol) of 4-[3-(5,6,7,8-tetrahydro-5,5,8,8-tetramethyl-2-naphthyl)acryloyloxy]benzaldehyde and 50 ml of a mixture of THF and methanol (50/50) are introduced into a round-bottomed flask. 163 mg (4.25 mmol) of sodium borohydride is added portionwise and the mixture is stirred at [lacuna] temperature for three hours. The reaction medium is poured into water and extracted with ethyl ether, and the organic phase is separated out after settling has taken place, dried over magnesium sulphate,... Starting materials: ClC1=NC=CC(=N1)C=1C=NC=CC1 (2-chloro-4-(3-pyridyl)-pyrimidine), NC1=C(C=CC(=C1)[N+](=O)[O-])C (2-amino-4-nitrotoluene), [OH-].[Na+] (NaOH). The reagents and catalysts are Cl (HCl). Run in C(CCC)O (n-butanol). The product is CC1=C(C=C(C=C1)[N+](=O)[O-])NC1=NC=CC(=N1)C=1C=NC=CC1 (N-(2-methyl-5-nitrophenyl)-4-(3-pyridyl)-pyrimidine-amine). RXN SMILES: Cl[C:2]1[N:7]=[C:6]([C:8]2[CH:9]=[N:10][CH:11]=[CH:12][CH:13]=2)[CH:5]=[CH:4][N:3]=1.[NH2:14][C:15]1[CH:20]=[C:19]([N+:21]([O-:23])=[O:22])[CH:18]=[CH:17][C:16]=1[CH3:24].[OH-].[Na+]>Cl.C(O)CCC>[CH3:24][C:16]1[CH:17]=[CH:18][C:19]([N+:21]([O-:23])=[O:22])=[CH:20][C:15]=1[NH:14][C:2]1[N:7]=[C:6]([C:8]2[CH:9]=[N:10][CH:11]=[CH:12][CH:13]=2)[CH:5]=[CH:4][N:3]=1 |f:2.3|. Procedure: A 250 ml reactor, equipped with a mechanical stirrer and a reflux condenser, was charged with 2-chloro-4-(3-pyridyl)-pyrimidine (0.5 g, 2.6 mmol), 2-amino-4-nitrotoluene (0.5 g, 3.2 mmol), n-butanol (15 ml) and concentrated HCl (5 drops) and the mixture was refluxed for 38 hours. Then, the mixture was cooled, and 6 N NaOH was added to pH 8. The solvent was evaporated under reduced pressure and water (20 ml) was added to the residue, followed by extraction with dichloromethane (2×20 ml). The comb... The reactants are CC(C)C(=O)Nc1cccc(C2CCNCC2)c1, ClCCC(Oc1ccc(Cl)c(Cl)c1)c1ccccc1. Reaction SMILES: [CH3:20][CH:21]([C:22](=[O:23])[NH:24][c:25]1[cH:26][c:27]([CH:31]2[CH2:32][CH2:33][NH:34][CH2:35][CH2:36]2)[cH:28][cH:29][cH:30]1)[CH3:37].[Cl:1][c:2]1[c:3]([Cl:19])[cH:4][c:5]([O:8][CH:9]([CH2:10][CH2:11][Cl:12])[c:13]2[cH:14][cH:15][cH:16][cH:17][cH:18]2)[cH:6][cH:7]1>>[Cl:1][c:2]1[c:3]([Cl:19])[cH:4][c:5]([O:8][CH:9]([CH2:10][CH2:11][N:34]2[CH2:33][CH2:32][CH:31]([c:27]3[cH:26][c:25]([NH:24][C:22]([CH:21]([CH3:20])[CH3:37])=[O:23])[cH:30][cH:29][cH:28]3)[CH2:36][CH2:35]2)[c:13]2[cH:14][cH:15][cH:16][cH:17][cH:18]2)[cH:6][cH:7]1. Product: CC(C)C(=O)Nc1cccc(C2CCN(CCC(Oc3ccc(Cl)c(Cl)c3)c3ccccc3)CC2)c1. Starting materials: C1CCOC1, C[Mg]Cl, O=Cc1cc2ccncc2[nH]1. Product: CC(O)c1cc2ccncc2[nH]1. As a reaction SMILES: [CH2:15]1[O:16][CH2:17][CH2:18][CH2:19]1.[CH3:12][Mg:13][Cl:14].[nH:1]1[c:2]([CH:10]=[O:11])[cH:3][c:4]2[c:5]1[cH:6][n:7][cH:8][cH:9]2>>[nH:1]1[c:2]([CH:10]([OH:11])[CH3:12])[cH:3][c:4]2[c:5]1[cH:6][n:7][cH:8][cH:9]2.